describe an organic reaction: reactants, conditions, products, and yield From a dataset of the Open Reaction Database (ORD), a public repository of structured organic reaction records. The reactants are CCOC(C)=O, CCCCCC, CC(CCN(C(=O)OC(C)(C)C)S(C)(=O)=O)C(c1cc(F)ccc1F)S(=O)(=O)c1ccc(Cl)cc1, ClCCl, O=C(O)C(F)(F)F. Product: CC(CCNS(C)(=O)=O)C(c1cc(F)ccc1F)S(=O)(=O)c1ccc(Cl)cc1. Reaction SMILES: [C:49]([O:50][CH2:51][CH3:52])(=[O:53])[CH3:54].[CH3:43][CH2:44][CH2:45][CH2:46][CH2:47][CH3:48].[Cl:1][c:2]1[cH:3][cH:4][c:5]([S:8](=[O:9])(=[O:10])[CH:11]([CH:12]([CH2:13][CH2:14][N:15]([C:16](=[O:17])[O:18][C:19]([CH3:20])([CH3:21])[CH3:22])[S:23](=[O:24])(=[O:25])[CH3:26])[CH3:27])[c:28]2[c:29]([F:35])[cH:30][cH:31][c:32]([F:34])[cH:33]2)[cH:6][cH:7]1.[Cl:55][CH2:56][Cl:57].[OH:36][C:37]([C:38]([F:39])([F:40])[F:41])=[O:42]>>[Cl:1][c:2]1[cH:3][cH:4][c:5]([S:8](=[O:9])(=[O:10])[CH:11]([CH:12]([CH2:13][CH2:14][NH:15][S:23](=[O:24])(=[O:25])[CH3:26])[CH3:27])[c:28]2[c:29]([F:35])[cH:30][cH:31][c:32]([F:34])[cH:33]2)[cH:6][cH:7]1. Starting materials: resultant mixture, SC1=NNC=N1 (3-mercapto-1,2,4-triazole), C[O-].[Na+] (sodium methoxide), C1(CC1)CBr (cyclopropylmethyl bromide). Run in CO (methanol). Conditions: time 10 hour. The product is C1(CC1)CSC1=NNC=N1 (3-cyclopropylmethylthio-1,2,4-triazole). The yield is 99.1%. RXN SMILES: [SH:1][C:2]1[N:6]=[CH:5][NH:4][N:3]=1.C[O-].[Na+].[CH:10]1([CH2:13]Br)[CH2:12][CH2:11]1>CO>[CH:10]1([CH2:13][S:1][C:2]2[N:6]=[CH:5][NH:4][N:3]=2)[CH2:12][CH2:11]1 |f:1.2|. Procedure: To a solution of 3-mercapto-1,2,4-triazole (7.1 g) and sodium methoxide (3.8 g) in methanol (100 ml), there was added cyclopropylmethyl bromide (9.5 g), and the resultant mixture was allowed to stand at room temperature for 10 hours. After removal of the solvent, the residue was extracted with chloroform. Evaporation of the chloroform extract gave 10.8 g of 3-cyclopropylmethylthio-1,2,4-triazole. Yield, 99%. M.P., 69°-70° C. Starting materials: Cl (HCl), C(C1=CC=CC=C1)OC1=CC=C(C=C1)[C@H]1[C@@H](C1)NCC1=NN=C(O1)NC(OC(C)(C)C)=O (tert-butyl (5-((((trans)-2-(4-(benzyloxy)phenyl)cyclopropyl)amino)methyl)-1,3,4-oxadiazol-2-yl)carbamate). The solvent is O1CCOCC1 (1, 4 dioxane), O1CCOCC1 (1, 4 dioxane). Run at time 18 hour. Yields the product C(C1=CC=CC=C1)OC1=CC=C(C=C1)[C@H]1[C@@H](C1)NCC1=NN=C(O1)N (5-(((trans)-2-(4-(benzyloxy)phenyl)cyclopropylamino)methyl)-1,3,4-oxadiazol-2-amine). Yield: 51.9%. RXN SMILES: Cl.[CH2:2]([O:9][C:10]1[CH:15]=[CH:14][C:13]([C@@H:16]2[CH2:18][C@H:17]2[NH:19][CH2:20][C:21]2[O:25][C:24]([NH:26]C(=O)OC(C)(C)C)=[N:23][N:22]=2)=[CH:12][CH:11]=1)[C:3]1[CH:8]=[CH:7][CH:6]=[CH:5][CH:4]=1>O1CCOCC1>[CH2:2]([O:9][C:10]1[CH:11]=[CH:12][C:13]([C@@H:16]2[CH2:18][C@H:17]2[NH:19][CH2:20][C:21]2[O:25][C:24]([NH2:26])=[N:23][N:22]=2)=[CH:14][CH:15]=1)[C:3]1[CH:8]=[CH:7][CH:6]=[CH:5][CH:4]=1. Procedure: HCl in 1, 4 dioxane (1 mL) was added to a solution of tert-butyl (5-((((trans)-2-(4-(benzyloxy)phenyl)cyclopropyl)amino)methyl)-1,3,4-oxadiazol-2-yl)carbamate (100 mg) in 1, 4 dioxane (1 mL) at 0° C. and stirred for 18 h. After completion, the solvent was evaporated and residue was dissolved in water (10 mL), basified with Na2CO3 solution, extracted with EtOAc (3×5 mL) The combined extracts were washed with water (5 mL), brine (5 mL), dried over anhydrous Na2SO4, filtered and evaporated. The cru... Starting materials: CCCCCC(CCC1CCC(=O)C1CCCCCCC(=O)OCC)SC(C)=O, C[O-], CO, [Na+]. The product is CCCCCC(S)CCC1CCC(=O)C1CCCCCCC(=O)OCC. RXN SMILES: [C:1](=[O:2])([CH3:3])[S:4][CH:5]([CH2:6][CH2:7][CH:8]1[CH2:9][CH2:10][C:11](=[O:24])[CH:12]1[CH2:13][CH2:14][CH2:15][CH2:16][CH2:17][CH2:18][C:19](=[O:20])[O:21][CH2:22][CH3:23])[CH2:25][CH2:26][CH2:27][CH2:28][CH3:29].[CH3:30][O-:31].[CH3:33][OH:34].[Na+:32]>>[SH:4][CH:5]([CH2:6][CH2:7][CH:8]1[CH2:9][CH2:10][C:11](=[O:24])[CH:12]1[CH2:13][CH2:14][CH2:15][CH2:16][CH2:17][CH2:18][C:19](=[O:20])[O:21][CH2:22][CH3:23])[CH2:25][CH2:26][CH2:27][CH2:28][CH3:29]. Starting materials: COc1ccc2[nH]c3c(c2c1)CC1(C)C(=O)N(CCBr)C(=O)N1C3c1cccc(O)c1, CCN, CO. Yields the product CCNCCN1C(=O)N2C(c3cccc(O)c3)c3[nH]c4ccc(OC)cc4c3CC2(C)C1=O. As a reaction SMILES: [Br:1][CH2:2][CH2:3][N:4]1[C:5](=[O:31])[C:6]2([CH3:30])[N:7]([CH:8]([c:21]3[cH:22][c:23]([OH:27])[cH:24][cH:25][cH:26]3)[c:9]3[nH:10][c:11]4[cH:12][cH:13][c:14]([O:19][CH3:20])[cH:15][c:16]4[c:17]3[CH2:18]2)[C:28]1=[O:29].[CH2:32]([CH3:33])[NH2:34].[CH3:35][OH:36]>>[CH2:2]([CH2:3][N:4]1[C:5](=[O:31])[C:6]2([CH3:30])[N:7]([CH:8]([c:21]3[cH:22][c:23]([OH:27])[cH:24][cH:25][cH:26]3)[c:9]3[nH:10][c:11]4[cH:12][cH:13][c:14]([O:19][CH3:20])[cH:15][c:16]4[c:17]3[CH2:18]2)[C:28]1=[O:29])[NH:34][CH2:32][CH3:33]. Starting materials: ClCC(CC(=O)OC)=O (methyl 4-chloroacetoacetate), Cl.C(C)OC(N)=N (O-ethylisourea hydrochloride), [OH-].[Na+] (sodium hydroxide). Run in O (water). Product: C(C)OC1=NC(=CC(=N1)CCl)O (2-ethoxy-4-chloromethyl-6-hydroxy-pyrimidine). RXN SMILES: [Cl:1][CH2:2][C:3](=O)[CH2:4][C:5]([O:7]C)=O.Cl.[CH2:11]([O:13][C:14](=[NH:16])[NH2:15])[CH3:12].[OH-].[Na+]>O>[CH2:11]([O:13][C:14]1[N:16]=[C:3]([CH2:2][Cl:1])[CH:4]=[C:5]([OH:7])[N:15]=1)[CH3:12] |f:1.2,3.4|. Reported procedure: An emulsion of 20.9 g (0.135 mol) of methyl 4-chloroacetoacetate and 23.5 g (0.189 mol) of O-ethylisourea hydrochloride is treated with a solution of 41.3 g (0.31 mol) of sodium hydroxide in 40 ml of water at -20° C. to -10° C. during 5 minutes while stirring well. After stirring at room temperature for 2 hours the resulting crystalline product is filtered off and dried. The crystals, m.p. 156°-158° C., are washed well with diethyl ether. There is obtained 2-ethoxy-4-chloromethyl-6-hydroxy-pyrim... Starting materials: O=C(O)Cc1ccc(C(=O)O)cc1Sc1ccc2c(c1)CCC2, CC#N, O=C(OC(=O)C(F)(F)F)C(F)(F)F, O=C(O)C(F)(F)F. As a reaction SMILES: [C:1](=[O:2])([OH:3])[c:4]1[cH:5][c:6]([S:14][c:15]2[cH:16][c:17]3[c:21]([cH:22][cH:23]2)[CH2:20][CH2:19][CH2:18]3)[c:7]([CH2:10][C:11](=[O:12])[OH:13])[cH:8][cH:9]1.[CH3:44][C:45]#[N:46].[F:31][C:32]([F:33])([F:34])[C:35]([O:36][C:37](=[O:38])[C:39]([F:40])([F:41])[F:42])=[O:43].[OH:24][C:25]([C:26]([F:27])([F:28])[F:29])=[O:30]>>[C:1](=[O:2])([OH:3])[c:4]1[cH:5][c:6]2[c:7]([cH:8][cH:9]1)[CH2:10][C:11](=[O:13])[c:23]1[c:15]([cH:16][c:17]3[c:21]([cH:22]1)[CH2:20][CH2:19][CH2:18]3)[S:14]2. Product: O=C(O)c1ccc2c(c1)Sc1cc3c(cc1C(=O)C2)CCC3.